From a dataset of the Open Reaction Database (ORD), a public repository of structured organic reaction records. describe an organic reaction: reactants, conditions, products, and yield Reactants: [H-].[Na+] (Sodium hydride), C(C1=CC=CC=C1)ONC(=O)NC1=CC=C(C=C1)CCCC (1-benzyloxy-3-(4-butylphenyl)urea), BrCCCCC (1-bromopentane). The solvent is O (water), CN(C=O)C (N,N-dimethylformamide). Product: C(C1=CC=CC=C1)ON(C(=O)NC1=CC=C(C=C1)CCCC)CCCCC (1-benzyloxy-3-(4-butylphenyl)-1-pentylurea). The yield is 62.0%. As a reaction SMILES: [H-].[Na+].[CH2:3]([O:10][NH:11][C:12]([NH:14][C:15]1[CH:20]=[CH:19][C:18]([CH2:21][CH2:22][CH2:23][CH3:24])=[CH:17][CH:16]=1)=[O:13])[C:4]1[CH:9]=[CH:8][CH:7]=[CH:6][CH:5]=1.Br[CH2:26][CH2:27][CH2:28][CH2:29][CH3:30]>CN(C)C=O.O>[CH2:3]([O:10][N:11]([CH2:26][CH2:27][CH2:28][CH2:29][CH3:30])[C:12]([NH:14][C:15]1[CH:16]=[CH:17][C:18]([CH2:21][CH2:22][CH2:23][CH3:24])=[CH:19][CH:20]=1)=[O:13])[C:4]1[CH:5]=[CH:6][CH:7]=[CH:8][CH:9]=1 |f:0.1|. Procedure details: Sodium hydride (0.14 g of 80% in mineral oil, 4.7 mmol) was added to a solution of 1-benzyloxy-3-(4-butylphenyl)urea (1.25 g, 4.2 mmol) in N,N-dimethylformamide (5 mL). The reaction mixture was heated briefly on a steam bath under a nitrogen atmosphere. The reaction mixture was allowed to cool to ambient temperature then 1-bromopentane (0.63 g, 4.2 mmol) was added. The reaction mixture was heated at 90° C. overnight. The reaction mixture was cooled to ambient temperature, diluted with water and ... Starting materials: O=C([O-])[O-], CI, [K+], [K+], CN(C)C=O, O=Cc1c[nH]c(-c2cccs2)n1. The product is Cn1c(C=O)cnc1-c1cccs1. Reaction SMILES: [C:15](=[O:16])([O-:17])[O-:18].[CH3:1][I:2].[K+:19].[K+:20].[O:21]=[CH:22][N:23]([CH3:24])[CH3:25].[s:3]1[c:4](-[c:8]2[nH:9][cH:10][c:11]([CH:13]=[O:14])[n:12]2)[cH:5][cH:6][cH:7]1>>[s:3]1[c:4](-[c:8]2[n:9][cH:10][c:11]([CH:13]=[O:14])[n:12]2[CH3:15])[cH:5][cH:6][cH:7]1. Starting materials: IC=1C=C(CO)C=CC1 (3-iodobenzyl alcohol). Solvent: C(Cl)Cl (CH2Cl2), CCOCC (Et2O). Product: IC=1C=C(C=O)C=CC1 (3-Iodobenzaldehyde). Reaction SMILES: [I:1][C:2]1[CH:3]=[C:4]([CH:7]=[CH:8][CH:9]=1)[CH2:5][OH:6]>C(Cl)Cl.CCOCC>[I:1][C:2]1[CH:3]=[C:4]([CH:7]=[CH:8][CH:9]=1)[CH:5]=[O:6]. Reported procedure: Commercially available 3-iodobenzyl alcohol (5.32 mL, 41.9 mmol) was dissolved in 200 mL CH2Cl2. Upon completion, the reaction was diluted with 250 mL Et2O. The product was recovered as off-white crystals (8.1 g, 83.4%) mp: 48.0-55.0° C. TLC: Rf 0.54 (3:1 hexanes/EtOAc). IR (neat): 3058, 2824, 2728, 1698, 1586, 1566. 1H-NMR (400 MHz, CDCl3): δ 9.93 (s, 1H, C1-H), 8.22 (t, 1H, J=1.6, C3-H), 7.96 (dt, 1H, J=7.7, 1.4, C5-H), 7.85 (dt, 1H, J=7.7, 1.3, C7-H), 7.29 (t, 1H, J=7.7, C6-H). 13C-NMR (125 M... RXN SMILES: [C:1](=[S:3])=S.[CH3:4][C:5]1[CH:10]=[CH:9][C:8]([CH2:11][N:12]2[C:16]3=[N:17][CH:18]=[CH:19][CH:20]=[C:15]3[N:14]=[C:13]2[CH2:21][CH:22]2[CH2:27][CH2:26][N:25]([CH2:28][C:29]3[CH:34]=[CH:33][CH:32]=[CH:31][CH:30]=3)[CH2:24][CH2:23]2)=[CH:7][CH:6]=1.[C:35]1([CH2:41][N:42]2[C:46]3[CH:47]=[CH:48][CH:49]=[CH:50][C:45]=3[N:44]=[C:43]2[CH2:51][CH:52]2[CH2:57][CH2:56][N:55]([CH2:58][CH2:59][NH2:60])[CH2:54][CH2:53]2)[CH:40]=[CH:39][CH:38]=[CH:37][CH:36]=1>O1CCCC1>[CH3:4][C:5]1[CH:10]=[CH:9][C:8]([CH2:11][N:12]2[C:16]3=[N:17][CH:18]=[CH:19][CH:20]=[C:15]3[N:14]=[C:13]2[CH2:21][CH:22]2[CH2:23][CH2:24][N:25]([CH2:28][C:29]3[CH:34]=[CH:33][CH:32]=[CH:31][CH:30]=3)[CH2:26][CH2:27]2)=[CH:7][CH:6]=1.[N:60]([CH2:59][CH2:58][N:55]1[CH2:56][CH2:57][CH:52]([CH2:51][C:43]2[N:42]([CH2:41][C:35]3[CH:40]=[CH:39][CH:38]=[CH:37][CH:36]=3)[C:46]3[CH:47]=[CH:48][CH:49]=[CH:50][C:45]=3[N:44]=2)[CH2:53][CH2:54]1)=[C:1]=[S:3]. Yields the product CC1=CC=C(C=C1)CN1C(=NC=2C1=NC=CC2)CC2CCN(CC2)CC2=CC=CC=C2 (3-[(4-methylphenyl)methyl]-2-[[1-(phenylmethyl)-4-piperidinyl]-methyl]-3H-imidazo[4,5-b]pyridine), N(=C=S)CCN1CCC(CC1)CC1=NC2=C(N1CC1=CC=CC=C1)C=CC=C2 (2-[[1-(2-isothiocyanatoethyl)4-piperidinyl]methyl]-1-(phenylmethyl)-1H-benzimidazole). Run in O1CCCC1 (tetrahydrofuran), O1CCCC1 (tetrahydrofuran). Procedure: To a stirred and cooled (-10° C.) mixture of 20.8 parts of carbon disulfide, 9 parts of N,N'-methanetetraylbis[cyclohexanamine] and 135 parts of tetrahydrofuran was added dropwise a solution of 15 parts of 4-[[1-(phenylmethyl)-1H-benzimidazol-2-yl]methyl]-1-piperidineethanamine in tetrahydrofuran at a temperature below -10° C. The reaction mixture was allowed to reach room temperature and the solvent was evaporated. The residue was crystallized from acetonitrile. The precipitate was filtered off... Starting materials: CC1=CC=C(C=C1)CN1C(=NC=2C1=NC=CC2)CC2CCN(CC2)CC2=CC=CC=C2 (3-[(4-methylphenyl)methyl]-2-[[1-(phenylmethyl)-4-piperidinyl]-methyl]-3H-imidazo[4,5-b]pyridine), C1(=CC=CC=C1)CN1C(=NC2=C1C=CC=C2)CC2CCN(CC2)CCN (4-[[1-(phenylmethyl)-1H-benzimidazol-2-yl]methyl]-1-piperidineethanamine), 20.8, C(=S)=S (carbon disulfide), N,N'-methanetetraylbis[cyclohexanamine]. The yield is 89.0%. Reactants: I(=O)(=O)(=O)[O-].[Na+] (Sodium periodate), CC(CC=1N=C(N(C1)S(=O)(=O)N(C)C)C(CC1=CC=C(C=C1)C1=C(C=CC=C1)SC)(C)O)(CC)C (4-(2,2-dimethylbutyl)-2-{1-hydroxy-1-methyl-2-[2′-(methylthio)biphenyl-4-yl]ethyl}-N,N-dimethyl-1H-imidazole-1-sulfonamide). The solvent is C(C)O.O (ethanol water). The product is CC(CC=1N=C(N(C1)S(=O)(=O)N(C)C)C(CC1=CC=C(C=C1)C1=C(C=CC=C1)S(=O)C)(C)O)(CC)C (4-(2,2-dimethylbutyl)-2-{1-hydroxy-1-methyl-2-[2′-(methylsulfinyl)biphenyl-4-yl]ethyl}-N,N-dimethyl-1H-imidazole-1-sulfonamide). RXN SMILES: I([O-])(=O)(=O)=[O:2].[Na+].[CH3:7][C:8]([CH3:41])([CH2:39][CH3:40])[CH2:9][C:10]1[N:11]=[C:12]([C:21]([OH:38])([CH3:37])[CH2:22][C:23]2[CH:28]=[CH:27][C:26]([C:29]3[CH:34]=[CH:33][CH:32]=[CH:31][C:30]=3[S:35][CH3:36])=[CH:25][CH:24]=2)[N:13]([S:15]([N:18]([CH3:20])[CH3:19])(=[O:17])=[O:16])[CH:14]=1>C(O)C.O>[CH3:7][C:8]([CH3:41])([CH2:39][CH3:40])[CH2:9][C:10]1[N:11]=[C:12]([C:21]([OH:38])([CH3:37])[CH2:22][C:23]2[CH:24]=[CH:25][C:26]([C:29]3[CH:34]=[CH:33][CH:32]=[CH:31][C:30]=3[S:35]([CH3:36])=[O:2])=[CH:27][CH:28]=2)[N:13]([S:15]([N:18]([CH3:19])[CH3:20])(=[O:16])=[O:17])[CH:14]=1 |f:0.1,3.4|. Procedure details: Sodium periodate (40 mg, 0.19 mmol) was added to an ambient temperature solution of 4-(2,2-dimethylbutyl)-2-{1-hydroxy-1-methyl-2-[2′-(methylthio)biphenyl-4-yl]ethyl}-N,N-dimethyl-1H-imidazole-1-sulfonamide (65 mg, 0.13 mmol) in ethanol/water (1:1) (5 mL). After stirring at ambient temperature until no further reaction (LCMS), the reaction mixture was quenched with saturated aqueous sodium thiosulfate and extracted with methylene chloride. Combined extracts were dried (magnesium sulfate) and con... The reactants are O=C(n1ccnc1)n1ccnc1, CCOC(C)=O, CN(CCCCN)CCC(c1ccccc1)c1ccccn1, CO, N=C(N)Nc1nc(CSCCN)cs1. Product: CN(CCCCNC(=O)NCCSCc1csc(NC(=N)N)n1)CCC(c1ccccc1)c1ccccn1. Reaction SMILES: [C:23](=[O:24])([n:25]1[cH:26][cH:27][n:28][cH:29]1)[n:30]1[cH:31][cH:32][n:33][cH:34]1.[C:51]([O:52][CH2:53][CH3:54])(=[O:55])[CH3:56].[CH3:1][N:2]([CH2:3][CH2:4][CH2:5][CH2:6][NH2:7])[CH2:8][CH2:9][CH:10]([c:11]1[n:12][cH:13][cH:14][cH:15][cH:16]1)[c:17]1[cH:18][cH:19][cH:20][cH:21][cH:22]1.[CH3:49][OH:50].[NH:35]([C:36](=[NH:37])[NH2:38])[c:39]1[s:40][cH:41][c:42]([CH2:44][S:45][CH2:46][CH2:47][NH2:48])[n:43]1>>[CH3:1][N:2]([CH2:3][CH2:4][CH2:5][CH2:6][NH:7][C:23](=[O:24])[NH:48][CH2:47][CH2:46][S:45][CH2:44][c:42]1[cH:41][s:40][c:39]([NH:35][C:36](=[NH:37])[NH2:38])[n:43]1)[CH2:8][CH2:9][CH:10]([c:11]1[n:12][cH:13][cH:14][cH:15][cH:16]1)[c:17]1[cH:18][cH:19][cH:20][cH:21][cH:22]1. The reactants are C(C)C1=NN2C(C(=CC=C2C2=C(C=C(C=C2C)C)OC)OC)=C1N (2-ethyl-4-methoxy-7-(2-methoxy-4,6-dimethylphenyl)pyrazolo[1,5-a]pyridin-3-amine), CCC(CC)=O (3-pentanone), [OH-].[Na+] (sodium hydroxide), C(C)(=O)O[BH-](OC(C)=O)OC(C)=O.[Na+] (sodium triacetoxyborohydride). Run in C(C)(=O)O (acetic acid). Reaction conditions: time 3 hour. Product: C(C)C1=NN2C(C(=CC=C2C2=C(C=C(C=C2C)C)OC)OC)=C1NC(CC)CC (N-[2-Ethyl-4-methoxy-7-(2-methoxy-4,6-dimethylphenyl)pyrazolo[1,5-a]pyridin-3-yl]-N-(1-ethylpropyl)amine). As a reaction SMILES: [CH2:1]([C:3]1[C:23]([NH2:24])=[C:6]2[C:7]([O:21][CH3:22])=[CH:8][CH:9]=[C:10]([C:11]3[C:16]([CH3:17])=[CH:15][C:14]([CH3:18])=[CH:13][C:12]=3[O:19][CH3:20])[N:5]2[N:4]=1)[CH3:2].[CH3:25][CH2:26][C:27](=O)[CH2:28][CH3:29].C(O[BH-](OC(=O)C)OC(=O)C)(=O)C.[Na+].[OH-].[Na+]>C(O)(=O)C>[CH2:1]([C:3]1[C:23]([NH:24][CH:27]([CH2:28][CH3:29])[CH2:26][CH3:25])=[C:6]2[C:7]([O:21][CH3:22])=[CH:8][CH:9]=[C:10]([C:11]3[C:16]([CH3:17])=[CH:15][C:14]([CH3:18])=[CH:13][C:12]=3[O:19][CH3:20])[N:5]2[N:4]=1)[CH3:2] |f:2.3,4.5|. Procedure: To a solution of 2-ethyl-4-methoxy-7-(2-methoxy-4,6-dimethylphenyl)pyrazolo[1,5-a]pyridin-3-amine (100 mg) in acetic acid (10 mL) there was added 3-pentanone (0.04 mL), and then sodium triacetoxyborohydride (85.0 mg) was slowly added at room temperature and the mixture was stirred for 3 hours. A 5 N aqueous sodium hydroxide solution was added while cooling on ice, and then extraction was performed with ethyl acetate, the organic layer was washed with saturated aqueous sodium hydrogencarbonate an... Starting materials: [BH4-], CCOC(=O)CN1C(=O)C(NC(=O)OC(C)(C)C)CC(=O)C2CCCCC21, CCO, [Na+]. Product: CCOC(=O)CN1C(=O)C(NC(=O)OC(C)(C)C)CC(O)C2CCCCC21. As a reaction SMILES: [BH4-:28].[C:1]([CH3:2])([CH3:3])([CH3:4])[O:5][C:6](=[O:7])[NH:8][CH:9]1[C:10](=[O:27])[N:11]([CH2:21][C:22](=[O:23])[O:24][CH2:25][CH3:26])[CH:12]2[CH:13]([C:14](=[O:16])[CH2:15]1)[CH2:17][CH2:18][CH2:19][CH2:20]2.[CH3:30][CH2:31][OH:32].[Na+:29]>>[C:1]([CH3:2])([CH3:3])([CH3:4])[O:5][C:6](=[O:7])[NH:8][CH:9]1[C:10](=[O:27])[N:11]([CH2:21][C:22](=[O:23])[O:24][CH2:25][CH3:26])[CH:12]2[CH:13]([CH:14]([OH:16])[CH2:15]1)[CH2:17][CH2:18][CH2:19][CH2:20]2. The reactants are FC1=C(N)C=CC=C1 (2-fluoroaniline), ferric chloride, C(=C)C(=O)C (methyl vinyl ketone). The reagents and catalysts are [Cl-].[Zn+2].[Cl-] (zinc chloride). Solvent: C(C)(=O)O (acetic acid). Reaction conditions: temperature 70 celsius, time 5 minute. Yields the product FC=1C=CC=C2C(=CC=NC12)C (8-Fluoro-4-Methylquinoline). Isolated yield 65.0%. RXN SMILES: [F:1][C:2]1[CH:8]=[CH:7][CH:6]=[CH:5][C:3]=1[NH2:4].[CH:9]([C:11]([CH3:13])=O)=[CH2:10]>C(O)(=O)C.[Cl-].[Zn+2].[Cl-]>[F:1][C:2]1[CH:8]=[CH:7][CH:6]=[C:5]2[C:3]=1[N:4]=[CH:10][CH:9]=[C:11]2[CH3:13] |f:3.4.5|. Procedure: To a stirred solution of 2-fluoroaniline (1 g. 9.0 mmol.) in acetic acid (10 ml), activated silferc (1.4 g. ferric chloride 9.0 mmol) was added under nitrogen atmosphere. The reaction mixture was stirred for 5 minutes and methyl vinyl ketone (MVK) (0.7 g, 9.9 mmol) was added slowly over a period of 15 minutes. The reaction mixture was heated to 70° C. and maintained between 70-75° C. for one hour. Anhydrous zinc chloride (1.2 g. 9.0 mmol) was added and the reaction was further refluxed for two h...